From a dataset of the Open Reaction Database (ORD), a public repository of structured organic reaction records. describe an organic reaction: reactants, conditions, products, and yield Procedure: 22.0 G. of 4-[10,11-dihydro-2,8-dimethyl-dibenz[b,f]oxepin-10-yl]-1-piperazinecarboxylic acid ethyl ester and 22 g. of potassium hydroxide are stirred in 320 ml. of ethyleneglycol and 1.5 ml. of water for 90 minutes at 160° C. After cooling, the mixture is diluted with 1.3 liters of water and extracted three times with ether. The ethereal extracts are washed twice with saturated sodium chloride solution, dried over sodium sulfate, evaporated in vacuo, and there is obtained crude 1-[10,11-dihydro... The product is CC1=CC2=C(OC3=C(C(C2)N2CCNCC2)C=C(C=C3)C)C=C1 (1-[10,11-dihydro-2,8-dimethyl-dibenz[b,f]oxepin-10-yl]-piperazine). Reactants: C(C)OC(=O)N1CCN(CC1)C1CC2=C(OC3=C1C=C(C=C3)C)C=CC(=C2)C (4-[10,11-dihydro-2,8-dimethyl-dibenz[b,f]oxepin-10-yl]-1-piperazinecarboxylic acid ethyl ester), [OH-].[K+] (potassium hydroxide), C(CO)O (ethyleneglycol). The solvent is O (water), O (water). As a reaction SMILES: C(OC([N:6]1[CH2:11][CH2:10][N:9]([CH:12]2[C:18]3[CH:19]=[C:20]([CH3:23])[CH:21]=[CH:22][C:17]=3[O:16][C:15]3[CH:24]=[CH:25][C:26]([CH3:28])=[CH:27][C:14]=3[CH2:13]2)[CH2:8][CH2:7]1)=O)C.[OH-].[K+].C(O)CO>O>[CH3:28][C:26]1[CH:25]=[CH:24][C:15]2[O:16][C:17]3[CH:22]=[CH:21][C:20]([CH3:23])=[CH:19][C:18]=3[CH:12]([N:9]3[CH2:10][CH2:11][NH:6][CH2:7][CH2:8]3)[CH2:13][C:14]=2[CH:27]=1 |f:1.2|. The reactants are NC1CCN(CC1)C(=O)OC(C)(C)C (1,1-dimethylethyl 4-aminopiperidine-1-carboxylate), C1(=CC=CC=C1)OC(=O)OCC(=O)OCC (ethyl [(phenyloxycarbonyl)oxy]acetate). The solvent is C1(=CC=CC=C1)C (toluene). The product is C(C)OC(COC(=O)NC1CCN(CC1)C(=O)OC(C)(C)C)=O (1,1-dimethylethyl 4-[({[2-(ethyloxy)-2-oxoethyl]oxy}carbonyl)amino]piperidine-1-carboxylate). As a reaction SMILES: [NH2:1][CH:2]1[CH2:7][CH2:6][N:5]([C:8]([O:10][C:11]([CH3:14])([CH3:13])[CH3:12])=[O:9])[CH2:4][CH2:3]1.C1([O:21][C:22]([O:24][CH2:25][C:26]([O:28][CH2:29][CH3:30])=[O:27])=O)C=CC=CC=1>C1(C)C=CC=CC=1>[CH2:29]([O:28][C:26](=[O:27])[CH2:25][O:24][C:22]([NH:1][CH:2]1[CH2:3][CH2:4][N:5]([C:8]([O:10][C:11]([CH3:14])([CH3:13])[CH3:12])=[O:9])[CH2:6][CH2:7]1)=[O:21])[CH3:30]. Procedure: A suspension of 5.09 g (25.42 mmol) of 1,1-dimethylethyl 4-aminopiperidine-1-carboxylate and 13.45 g (59.99 mmol) of ethyl [(phenyloxycarbonyl)oxy]acetate (J. Med. Chem., 1999, 42, 277-90) in 300 ml of toluene is heated at reflux for 30 hours. Reactants: FC1=CC=C(C=C1)N1CCN(CC1)C(/C=C/C#N)(C)C ((E)-4-(4-(4-fluorophenyl)piperazin-1-yl)-4-methylpent-2-enenitrile). The solvent is C(OC)COC (dimethoxyethane). Run at time 1 hour. Product: FC1=CC=C(C=C1)N1CCN(CC1)C(CCC#N)(C)C (4-(4-(4-fluorophenyl)piperazin-1-yl)-4-methylpentanenitrile). Yield: 86.0%. As a reaction SMILES: [F:1][C:2]1[CH:7]=[CH:6][C:5]([N:8]2[CH2:13][CH2:12][N:11]([C:14]([CH3:20])([CH3:19])/[CH:15]=[CH:16]/[C:17]#[N:18])[CH2:10][CH2:9]2)=[CH:4][CH:3]=1>C(COC)OC>[F:1][C:2]1[CH:3]=[CH:4][C:5]([N:8]2[CH2:9][CH2:10][N:11]([C:14]([CH3:20])([CH3:19])[CH2:15][CH2:16][C:17]#[N:18])[CH2:12][CH2:13]2)=[CH:6][CH:7]=1. Reported procedure: To the stirred solution of (E)-4-(4-(4-fluorophenyl)piperazin-1-yl)-4-methylpent-2-enenitrile (1.5 g), was added sodumborohydride (0.453 mg) in dimethoxyethane (30 ml) and stirred at room temperature for 1 hour before being heated to 75° C. for 2 h. The solution was cooled to room temperature and allowed to stirrer at 25° C. for 24 h then quenched with saturated ammonium chloride (50 mL). The aqueous phase was extracted with dichloromethane (3×50 ml). The organic phase was dried over sodium sulp... Starting materials: CN1C(=S)N(C(=O)C(C1=O)C(=O)OCC)C (1,3-dimethyl-5-ethoxycarbonyl-2-thiobarbituric acid), FC(C=1C=CC(=NC1)OC1=CC=C(N)C=C1)(F)F (4-(5-trifluoromethylpyrid-2-yloxy)aniline). Solvent: CN(C=O)C (dimethylformamide). Product: CN1C(=S)N(C(=O)C(C1=O)C(NC1=CC=C(C=C1)OC1=NC=C(C=C1)C(F)(F)F)=O)C (1,3-Dimethyl-5-[4-(5-trifluoromethylpyrid-2-yloxy)phenylcarbamoyl]-2-thiobarbituric acid). Reaction SMILES: [CH3:1][N:2]1[C:9](=[O:10])[CH:8]([C:11]([O:13]CC)=O)[C:6](=[O:7])[N:5]([CH3:16])[C:3]1=[S:4].[F:17][C:18]([F:34])([F:33])[C:19]1[CH:20]=[CH:21][C:22]([O:25][C:26]2[CH:32]=[CH:31][C:29]([NH2:30])=[CH:28][CH:27]=2)=[N:23][CH:24]=1>CN(C)C=O>[CH3:16][N:5]1[C:6](=[O:7])[CH:8]([C:11](=[O:13])[NH:30][C:29]2[CH:31]=[CH:32][C:26]([O:25][C:22]3[CH:21]=[CH:20][C:19]([C:18]([F:34])([F:17])[F:33])=[CH:24][N:23]=3)=[CH:27][CH:28]=2)[C:9](=[O:10])[N:2]([CH3:1])[C:3]1=[S:4]. Procedure details: 2.5 g (10 mmol) of 1,3-dimethyl-5-ethoxycarbonyl-2-thiobarbituric acid, 2,55 g (10 mmol) of 4-(5-trifluoromethylpyrid-2-yloxy)aniline and 5 ml of dimethylformamide are stirred for 6 hours at 118° C. The reaction mixture is then cooled, triturated with water and the crystalline precipitate is isolated by filtration. The crude product is recrystallised from ethanol. Melting point 156°-158° C. The reactants are C(Cl)Cl (DCM), COC=1C=C2C(=CC=NC2=CC1OC)O (6,7-dimethoxyquinolin-4-ol), FC(S(=O)(=O)Cl)(F)F (Trifluoromethanesulfonyl chloride), O (water), N1=C(C=CC=C1C)C (2,6-lutidine). The reagents and catalysts are CN(C1=CC=NC=C1)C (4-dimethylaminopyridine). The product is COC=1C=C2C=CC(=NC2=CC1OC)OS(=O)(=O)C(F)(F)F (trifluoromethanesulfonic acid 6,7-dimethoxy-quinolinyl ester). Isolated yield 80.0%. As a reaction SMILES: [CH3:1][O:2][C:3]1[CH:4]=[C:5]2[C:10](=[CH:11][C:12]=1[O:13][CH3:14])[N:9]=[CH:8][CH:7]=[C:6]2O.C(Cl)Cl.N1C(C)=CC=CC=1C.[F:27][C:28]([F:34])([F:33])[S:29](Cl)(=[O:31])=[O:30].[OH2:35]>CN(C)C1C=CN=CC=1>[CH3:1][O:2][C:3]1[CH:4]=[C:5]2[C:10](=[CH:11][C:12]=1[O:13][CH3:14])[N:9]=[C:8]([O:30][S:29]([C:28]([F:34])([F:33])[F:27])(=[O:35])=[O:31])[CH:7]=[CH:6]2. Procedure: To a dry 1 L RBF containing 6,7-dimethoxyquinolin-4-ol (20.9 g, 102 mmol), which can be prepared according to the procedure of Riegel, B. (J. Amer. Chem. Soc. 1946, 68, 1264), was added DCM (500 mL), 4-dimethylaminopyridine. (1.24 g, 10 mmol) and 2,6-lutidine (24 mL, 204 mmol). The mixture was vigorously stirred at RT. Trifluoromethanesulfonyl chloride (14 mL, 132 mmol) was added dropwise to the solution. After addition was complete, the mixture was stirred ice bath for 2 to 3 hrs. On LC/MS indi... Starting materials: C1CCOC1, CO, Cl, CCOC(=O)CNc1n[nH]c2ccc(C(F)(F)F)cc12, [Li+], [OH-]. The product is O=C(O)CNc1n[nH]c2ccc(C(F)(F)F)cc12. RXN SMILES: [CH2:26]1[O:27][CH2:28][CH2:29][CH2:30]1.[CH3:23][OH:24].[ClH:25].[F:1][C:2]([c:3]1[cH:4][c:5]2[c:6]([NH:12][CH2:13][C:14](=[O:15])[O:16][CH2:17][CH3:18])[n:7][nH:8][c:9]2[cH:10][cH:11]1)([F:19])[F:20].[Li+:22].[OH-:21]>>[F:1][C:2]([c:3]1[cH:4][c:5]2[c:6]([NH:12][CH2:13][C:14](=[O:15])[OH:16])[n:7][nH:8][c:9]2[cH:10][cH:11]1)([F:19])[F:20]. Reactants: C[S+](C)(C)=O, CON(C)C(=O)C=Cc1ccc(F)cc1, [H-], [I-], [Na+], CN(C)C=O. The product is CON(C)C(=O)C1CC1c1ccc(F)cc1. As a reaction SMILES: [CH3:4][S+:5]([CH3:6])([CH3:7])=[O:8].[F:9][c:10]1[cH:11][cH:12][c:13]([CH:16]=[CH:17][C:18](=[O:19])[N:20]([CH3:21])[O:22][CH3:23])[cH:14][cH:15]1.[H-:2].[I-:3].[Na+:1].[O:24]=[CH:25][N:26]([CH3:27])[CH3:28]>>[CH2:4]1[CH:16]([c:13]2[cH:12][cH:11][c:10]([F:9])[cH:15][cH:14]2)[CH:17]1[C:18](=[O:19])[N:20]([CH3:21])[O:22][CH3:23].